The task is: describe an organic reaction: reactants, conditions, products, and yield. This data is from the Open Reaction Database (ORD), a public repository of structured organic reaction records. Starting materials: O=C([O-])O, COCCCN1C(=O)COc2ccc(COC3CN(C(=O)OCc4ccccc4)CC(COC(c4ccccc4)(c4ccccc4)c4ccccc4)C3c3ccc(COCC(C)COC)cc3)cc21, CO, [Na+], C1CCOC1, O, Cc1ccc(S(=O)(=O)O)cc1. The product is COCCCN1C(=O)COc2ccc(COC3CN(C(=O)OCc4ccccc4)CC(CO)C3c3ccc(COCC(C)COC)cc3)cc21. RXN SMILES: [C:82](=[O:83])([OH:84])[O-:85].[CH2:1]([c:2]1[cH:3][cH:4][cH:5][cH:6][cH:7]1)[O:8][C:9](=[O:10])[N:11]1[CH2:12][CH:13]([O:52][CH2:53][c:54]2[cH:55][cH:56][c:57]3[c:58]([cH:69]2)[N:59]([CH2:64][CH2:65][CH2:66][O:67][CH3:68])[C:60](=[O:63])[CH2:61][O:62]3)[CH:14]([c:38]2[cH:39][cH:40][c:41]([CH2:44][O:45][CH2:46][CH:47]([CH2:48][O:49][CH3:50])[CH3:51])[cH:42][cH:43]2)[CH:15]([CH2:17][O:18][C:19]([c:20]2[cH:21][cH:22][cH:23][cH:24][cH:25]2)([c:26]2[cH:27][cH:28][cH:29][cH:30][cH:31]2)[c:32]2[cH:33][cH:34][cH:35][cH:36][cH:37]2)[CH2:16]1.[CH3:92][OH:93].[Na+:86].[O:87]1[CH2:88][CH2:89][CH2:90][CH2:91]1.[OH2:70].[c:71]1([CH3:72])[cH:73][cH:74][c:75]([S:76]([OH:77])(=[O:78])=[O:79])[cH:80][cH:81]1>>[CH2:1]([c:2]1[cH:3][cH:4][cH:5][cH:6][cH:7]1)[O:8][C:9](=[O:10])[N:11]1[CH2:12][CH:13]([O:52][CH2:53][c:54]2[cH:55][cH:56][c:57]3[c:58]([cH:69]2)[N:59]([CH2:64][CH2:65][CH2:66][O:67][CH3:68])[C:60](=[O:63])[CH2:61][O:62]3)[CH:14]([c:38]2[cH:39][cH:40][c:41]([CH2:44][O:45][CH2:46][CH:47]([CH2:48][O:49][CH3:50])[CH3:51])[cH:42][cH:43]2)[CH:15]([CH2:17][OH:18])[CH2:16]1. Product: COc1cc2c(cc1N)N(C(=O)CN(C)C)C(C)C2. RXN SMILES: [CH3:1][N:2]([CH2:3][C:4](=[O:5])[N:6]1[CH:7]([CH3:20])[CH2:8][c:9]2[cH:10][c:11]([O:18][CH3:19])[c:12]([N+:15]([O-:16])=[O:17])[cH:13][c:14]21)[CH3:21].[CH3:22][OH:23]>>[CH3:1][N:2]([CH2:3][C:4](=[O:5])[N:6]1[CH:7]([CH3:20])[CH2:8][c:9]2[cH:10][c:11]([O:18][CH3:19])[c:12]([NH2:15])[cH:13][c:14]21)[CH3:21]. The reactants are COc1cc2c(cc1[N+](=O)[O-])N(C(=O)CN(C)C)C(C)C2, CO. RXN SMILES: [CH3:1][C:2]1[CH:6]=[C:5]([CH3:7])[N:4]([C:8]2[CH:17]=[C:16]([O:18][CH:19]3[CH2:36][CH:35]4[CH:21]([C:22](=[O:42])[N:23]([CH3:41])[CH2:24][CH2:25][CH2:26][CH2:27][CH:28]=[CH:29][CH:30]5[C:32]([C:38](O)=[O:39])([NH:33][C:34]4=[O:37])[CH2:31]5)[CH2:20]3)[C:15]3[C:10](=[C:11]([CH3:45])[C:12]([O:43][CH3:44])=[CH:13][CH:14]=3)[N:9]=2)[N:3]=1.[CH:46]1([S:49]([NH2:52])(=[O:51])=[O:50])[CH2:48][CH2:47]1.ClC1C(OC)=CC=C2C=1N=C(C1SC=C(C(C)C)N=1)C=C2OC1CC2C(C(=O)N(C)CCCCC=CC3C(C(NS(C4CC4)(=O)=O)=O)(NC2=O)C3)C1>>[CH3:1][C:2]1[CH:6]=[C:5]([CH3:7])[N:4]([C:8]2[CH:17]=[C:16]([O:18][CH:19]3[CH2:36][CH:35]4[CH:21]([C:22](=[O:42])[N:23]([CH3:41])[CH2:24][CH2:25][CH2:26][CH2:27][CH:28]=[CH:29][CH:30]5[C:32]([C:38]([NH:52][S:49]([CH:46]6[CH2:48][CH2:47]6)(=[O:51])=[O:50])=[O:39])([NH:33][C:34]4=[O:37])[CH2:31]5)[CH2:20]3)[C:15]3[C:10](=[C:11]([CH3:45])[C:12]([O:43][CH3:44])=[CH:13][CH:14]=3)[N:9]=2)[N:3]=1. Yields the product CC1=NN(C(=C1)C)C1=NC2=C(C(=CC=C2C(=C1)OC1CC2C(N(CCCCC=CC3CC3(NC(C2C1)=O)C(=O)NS(=O)(=O)C1CC1)C)=O)OC)C (N-[17-[2-(3,5-dimethylpyrazol-1-yl)-7-methoxy-8-methyl-quinolin-4-yloxy]-13-methyl-2,14-dioxo-3,13-diazatricyclo[13.3.0.04,6]octadec-7-ene-4-carbonyl](cyclopropyl)sulfonamide). The reactants are CC1=NN(C(=C1)C)C1=NC2=C(C(=CC=C2C(=C1)OC1CC2C(N(CCCCC=CC3CC3(NC(C2C1)=O)C(=O)O)C)=O)OC)C (17-[2-(3,5-dimethylpyrazol-1-yl)-7-methoxy-8-methylquinolin-4-yloxy]-13-methyl-2,14-dioxo-3,13-diazatricyclo[13.3.0.04,6]octadec-7-ene-4-carboxylic acid), C1(CC1)S(=O)(=O)N (cyclopropylsulfonamide), ClC=1C(=CC=C2C(=CC(=NC12)C=1SC=C(N1)C(C)C)OC1CC2C(N(CCCCC=CC3CC3(NC(C2C1)=O)C(=O)NS(=O)(=O)C1CC1)C)=O)OC (N-[17-[8-chloro-2-(4-isopropylthiazole-2-yl)-7-methoxyquinolin-4-yloxy]-13-methyl-2,14-dioxo-3,13-diazatricyclo[13.3.0.04,6]-octadec-7-ene-4-carbonyl](cyclopropyl)sulfonamide). Procedure: The title compound was prepared from 17-[2-(3,5-dimethylpyrazol-1-yl)-7-methoxy-8-methylquinolin-4-yloxy]-13-methyl-2,14-dioxo-3,13-diazatricyclo[13.3.0.04,6]octadec-7-ene-4-carboxylic acid (130) and cyclopropylsulfonamide following the procedure reported for the preparation of N-[17-[8-chloro-2-(4-isopropylthiazole-2-yl)-7-methoxyquinolin-4-yloxy]-13-methyl-2,14-dioxo-3,13-diazatricyclo[13.3.0.04,6]-octadec-7-ene-4-carbonyl](cyclopropyl)sulfonamide (56): m/z=719 (M+H)+. 1H NMR (CDCl3): 0.70-0.9... Procedure details: 3-(3,4-Dichlorophenyl)-3-(2-methyl-3-oxo-2,3-dihydro-5-methoxy-1H-isoindol-1-yl)propionaldehyde (0.38 g) was coupled to 4-(2-methylsulfinylphenyl)piperidine (0.29 g) by a method similar to that described in Example 8. The reaction product was purified by chromatography and converted to the corresponding hydrochloride salt as described in Example 8 to afford the title compound (0.447 g); mp 155°-178° C. (d); MS: m/z=585(M+1); NMR(CD3OD): 2.0-2.3 (m,4), 2.6 (m,2), 2.8-3.0 (m,3), 3.0-3.3 (m,7), 3.5... Starting materials: ClC=1C=C(C=CC1Cl)C(CC=O)C1N(C(C2=CC(=CC=C12)OC)=O)C (3-(3,4-Dichlorophenyl)-3-(2-methyl-3-oxo-2,3-dihydro-5-methoxy-1H-isoindol-1-yl)propionaldehyde), CS(=O)C1=C(C=CC=C1)C1CCNCC1 (4-(2-methylsulfinylphenyl)piperidine). RXN SMILES: [Cl:1][C:2]1[CH:3]=[C:4]([CH:9]([CH:13]2[C:21]3[C:16](=[CH:17][C:18]([O:22][CH3:23])=[CH:19][CH:20]=3)[C:15](=[O:24])[N:14]2[CH3:25])[CH2:10][CH:11]=O)[CH:5]=[CH:6][C:7]=1[Cl:8].[CH3:26][S:27]([C:29]1[CH:34]=[CH:33][CH:32]=[CH:31][C:30]=1[CH:35]1[CH2:40][CH2:39][NH:38][CH2:37][CH2:36]1)=[O:28]>>[ClH:1].[Cl:1][C:2]1[CH:3]=[C:4]([CH:9]([CH:13]2[C:21]3[C:16](=[CH:17][C:18]([O:22][CH3:23])=[CH:19][CH:20]=3)[C:15](=[O:24])[N:14]2[CH3:25])[CH2:10][CH2:11][N:38]2[CH2:39][CH2:40][CH:35]([C:30]3[CH:31]=[CH:32][CH:33]=[CH:34][C:29]=3[S:27]([CH3:26])=[O:28])[CH2:36][CH2:37]2)[CH:5]=[CH:6][C:7]=1[Cl:8] |f:2.3|. Product: Cl.ClC=1C=C(C=CC1Cl)C(CCN1CCC(CC1)C1=C(C=CC=C1)S(=O)C)C1N(C(C2=CC(=CC=C12)OC)=O)C (3-[1-(3,4-Dichlorophenyl)-3-(4-(2-methylsulfinylphenyl)piperidino)propyl]-6-methoxy-2-methyl-2,3-dihydroisoindol-1-one hydrochloride). The yield is 143.1%. Starting materials: C1CCOC1, CC(=O)Cl, COc1ccc(C(=O)Nc2ccccc2)c2c1oc1ccc(N)cc12, c1ccncc1. Product: COc1ccc(C(=O)Nc2ccccc2)c2c1oc1ccc(NC(C)=O)cc12. RXN SMILES: [CH2:36]1[O:37][CH2:38][CH2:39][CH2:40]1.[CH3:26][C:27]([Cl:28])=[O:29].[c:1]1([NH:7][C:8](=[O:9])[c:10]2[cH:11][cH:12][c:13]([O:24][CH3:25])[c:14]3[o:15][c:16]4[c:17]([c:18]23)[cH:19][c:20]([NH2:23])[cH:21][cH:22]4)[cH:2][cH:3][cH:4][cH:5][cH:6]1.[cH:30]1[cH:31][cH:32][n:33][cH:34][cH:35]1>>[c:1]1([NH:7][C:8](=[O:9])[c:10]2[cH:11][cH:12][c:13]([O:24][CH3:25])[c:14]3[o:15][c:16]4[c:17]([c:18]23)[cH:19][c:20]([NH:23][C:27]([CH3:26])=[O:29])[cH:21][cH:22]4)[cH:2][cH:3][cH:4][cH:5][cH:6]1. The reactants are BrCC1=C(C(NC(N1C1=CC(=CC=C1)C(F)(F)F)=O)C1=C(C=C(C=C1)C#N)S(=O)(=O)C)C(=O)OCC ((rac)-Ethyl 6-(bromomethyl)-4-[4-cyano-2-(methylsulphonyl)phenyl]-2-oxo-1-[3-(trifluoromethyl)phenyl]-1,2,3,4-tetrahydropyrimidine-5-carboxylate), CNN (Methylhydrazine). Run in O1CCOCC1 (dioxane). Product: CN1NC(C2=C(C1)N(C(NC2C2=C(C=C(C#N)C=C2)S(=O)(=O)C)=O)C2=CC(=CC=C2)C(F)(F)F)=O ((rac)-4-[7-Methyl-2,5-dioxo-1-[3-(trifluoromethyl)phenyl]-1,2,3,4,5,6,7,8-octahydropyrimido-[4,5-d]pyridazin-4-yl]-3-(methylsulphonyl)benzonitrile). As a reaction SMILES: Br[CH2:2][C:3]1[N:8]([C:9]2[CH:14]=[CH:13][CH:12]=[C:11]([C:15]([F:18])([F:17])[F:16])[CH:10]=2)[C:7](=[O:19])[NH:6][CH:5]([C:20]2[CH:25]=[CH:24][C:23]([C:26]#[N:27])=[CH:22][C:21]=2[S:28]([CH3:31])(=[O:30])=[O:29])[C:4]=1[C:32](OCC)=[O:33].[CH3:37][NH:38][NH2:39]>O1CCOCC1>[CH3:37][N:38]1[CH2:2][C:3]2[N:8]([C:9]3[CH:14]=[CH:13][CH:12]=[C:11]([C:15]([F:18])([F:16])[F:17])[CH:10]=3)[C:7](=[O:19])[NH:6][CH:5]([C:20]3[CH:25]=[CH:24][C:23]([C:26]#[N:27])=[CH:22][C:21]=3[S:28]([CH3:31])(=[O:30])=[O:29])[C:4]=2[C:32](=[O:33])[NH:39]1. Procedure details: Ethyl 6-(bromomethyl)-4-[4-cyano-2-(methylsulphonyl)phenyl]-2-oxo-1-[3-(trifluoromethyl)-phenyl]-1,2,3,4-tetrahydropyrimidine-5-carboxylate (150 mg, 0.256 mmol; Example 19A) was initially charged in dioxane (3.5 ml). Methylhydrazine (35.4 mg, 0.767 mmol) was added dropwise to the reaction mixture, and the mixture was then stirred at boiling point for 3 h. The reaction mixture was then separated directly by preparative HPLC (Method 12). This gave 55 mg (39% of theory) of the target compound. Starting materials: N1=C(C=CC=C1)CCN1CCN(CC1)C1=CC=CC=2C=C(OC21)C(=O)[O-].[Li+] (lithium 7-(4-(2-(pyridin-2-yl)ethyl)piperazin-1-yl)benzofuran-2-carboxylate), O1COC2=C1C=CC(=C2)CN (benzo[d][1,3]dioxol-5-ylmethaneamine). Yields the product O1COC2=C1C=CC(=C2)CNC(=O)C=2OC1=C(C2)C=CC=C1N1CCN(CC1)CCC1=NC=CC=C1 (N-(Benzo[d][1,3]dioxol-5-ylmethyl)-7-(4-(2-(pyridin-2-yl)ethyl)piperazin-1-yl)benzofuran-2-carboxamide). As a reaction SMILES: [N:1]1[CH:6]=[CH:5][CH:4]=[CH:3][C:2]=1[CH2:7][CH2:8][N:9]1[CH2:14][CH2:13][N:12]([C:15]2[C:23]3[O:22][C:21]([C:24]([O-])=[O:25])=[CH:20][C:19]=3[CH:18]=[CH:17][CH:16]=2)[CH2:11][CH2:10]1.[Li+].[O:28]1[C:32]2[CH:33]=[CH:34][C:35]([CH2:37][NH2:38])=[CH:36][C:31]=2[O:30][CH2:29]1>>[O:28]1[C:32]2[CH:33]=[CH:34][C:35]([CH2:37][NH:38][C:24]([C:21]3[O:22][C:23]4[C:15]([N:12]5[CH2:13][CH2:14][N:9]([CH2:8][CH2:7][C:2]6[CH:3]=[CH:4][CH:5]=[CH:6][N:1]=6)[CH2:10][CH2:11]5)=[CH:16][CH:17]=[CH:18][C:19]=4[CH:20]=3)=[O:25])=[CH:36][C:31]=2[O:30][CH2:29]1 |f:0.1|. Procedure: The compound was prepared according to the procedure disclosed in Example 1 starting from lithium 7-(4-(2-(pyridin-2-yl)ethyl)piperazin-1-yl)benzofuran-2-carboxylate (80 mg, 0.21 mmol) and benzo[d][1,3]dioxol-5-ylmethaneamine (41 mg, 0.27 mmol). Yield: 78 mg (72%).